This data is from the Open Reaction Database (ORD), a public repository of structured organic reaction records. The task is: describe an organic reaction: reactants, conditions, products, and yield Reactants: C(C)(C)(C)OC(C(C)(C)SC=1SC=C(N1)C(C)=O)=O (2-{[4-Acetyl-1,3-thiazol-2-yl]thio}-2-methylpropionic acid tert-butyl ester), [Br-].[Br-].[Br-].C1(=CC=CC=C1)[N+](C)(C)C.C1(=CC=CC=C1)[N+](C)(C)C.C1(=CC=CC=C1)[N+](C)(C)C (phenyltrimethylammonium tribromide). Run in O1CCCC1 (tetrahydrofuran). Run at time 8 hour. Product: C(C)(C)(C)OC(C(C)(C)SC=1SC=C(N1)C(CBr)=O)=O (2-{[4-bromoacetyl-1,3-thiazol-2-yl]thio}-2-methylpropionic acid tert-butyl ester). The yield is 96.0%. Reaction SMILES: [C:1]([O:5][C:6](=[O:19])[C:7]([S:10][C:11]1[S:12][CH:13]=[C:14]([C:16](=[O:18])[CH3:17])[N:15]=1)([CH3:9])[CH3:8])([CH3:4])([CH3:3])[CH3:2].[Br-:20].[Br-].[Br-].C1([N+](C)(C)C)C=CC=CC=1.C1([N+](C)(C)C)C=CC=CC=1.C1([N+](C)(C)C)C=CC=CC=1>O1CCCC1>[C:1]([O:5][C:6](=[O:19])[C:7]([S:10][C:11]1[S:12][CH:13]=[C:14]([C:16](=[O:18])[CH2:17][Br:20])[N:15]=1)([CH3:9])[CH3:8])([CH3:2])([CH3:3])[CH3:4] |f:1.2.3.4.5.6|. Procedure: 2-{[4-Acetyl-1,3-thiazol-2-yl]thio}-2-methylpropionic acid tert-butyl ester (15.90 g) obtained in Example 8 was dissolved in tetrahydrofuran (150 mL), phenyltrimethylammonium tribromide (21.81 g) was added by small portions over 15 min, and the mixture was stirred at room temperature overnight. The precipitated solid was filtered off, the solvent was evaporated, and the residue was dissolved in ethyl acetate (200 mL). The solution was washed successively with water and saturated aqueous sodium c...